From a dataset of the Open Reaction Database (ORD), a public repository of structured organic reaction records. describe an organic reaction: reactants, conditions, products, and yield RXN SMILES: C(OC(=O)[NH:7][C:8]1[CH:13]=[C:12]([N:14]2[CH2:18][CH2:17][CH2:16][CH2:15]2)[C:11]([C:19]([F:22])([F:21])[F:20])=[CH:10][C:9]=1[NH:23][C:24](=[O:47])[CH2:25][C:26](=O)[C:27]1[CH:32]=[CH:31][CH:30]=[C:29]([C:33]2[CH:37]=[C:36]([CH2:38][O:39]C3CCCCO3)[O:35][N:34]=2)[CH:28]=1)(C)(C)C.C(O)(C(F)(F)F)=O>C(Cl)Cl>[OH:39][CH2:38][C:36]1[O:35][N:34]=[C:33]([C:29]2[CH:28]=[C:27]([C:26]3[CH2:25][C:24](=[O:47])[NH:23][C:9]4[CH:10]=[C:11]([C:19]([F:21])([F:22])[F:20])[C:12]([N:14]5[CH2:15][CH2:16][CH2:17][CH2:18]5)=[CH:13][C:8]=4[N:7]=3)[CH:32]=[CH:31][CH:30]=2)[CH:37]=1. The product is OCC1=CC(=NO1)C=1C=C(C=CC1)C1=NC2=C(NC(C1)=O)C=C(C(=C2)N2CCCC2)C(F)(F)F (4-[3-(5-Hydroxymethyl-isoxazol-3-yl)-phenyl]-7-pyrrolidin-1-yl-8-trifluoromethyl-1,3-dihydro-benzo[b][1,4]diazepin-2-one), solid. Reported procedure: The title compound was prepared from (RS)-[2-(3-oxo-3-{3-[5-(tetrahydro-pyran-2-yloxymethyl)-isoxazol-3-yl]-phenyl}-propionylamino)-5-pyrrolidin-1-yl-4-trifluoromethyl-phenyl]-carbamic acid tert.-butyl ester (Example M51) by treatment with TFA in CH2Cl2 according to the general procedure N. Obtained as a yellow solid (224 mg). Run in C(Cl)Cl (CH2Cl2). Reactants: C(C)(C)(C)OC(NC1=C(C=C(C(=C1)N1CCCC1)C(F)(F)F)NC(CC(C1=CC(=CC=C1)C1=NOC(=C1)COC1OCCCC1)=O)=O)=O ((RS)-[2-(3-oxo-3-{3-[5-(tetrahydro-pyran-2-yloxymethyl)-isoxazol-3-yl]-phenyl}-propionylamino)-5-pyrrolidin-1-yl-4-trifluoromethyl-phenyl]-carbamic acid tert.-butyl ester), C(=O)(C(F)(F)F)O (TFA). The reactants are Cl.ClCC1(CCCC1)N (1-Chloromethylcyclopentanamine HCl salt), CC1=C(C(=CC=C1C)[N+](=O)[O-])N=C=S (2,3-dimethyl-6-nitrophenyl isothiocyanate), CC1=C(N)C(=CC=C1C)[N+](=O)[O-] (2,3-dimethyl-6-nitroaniline), C(C)(=O)N (acetamide), OCCN (2-hydroxyethylamine), Cl.ClCC1(CCCC1)N (1-chloromethylcyclopentanamine HCl salt), 2,-dimethyl-6-nitrophenyl isothiocyanate, CC1=C(N)C=CC=C1C (2,3-Dimethylaniline), CC1=C(C(=CC=C1)NC(=O)C)C (2,3-dimethylacetanilide), NC1=CC=CC=C1 (aniline). The product is OCC1(CCCC1)N (1-Hydroxymethylcyclopentanamine), CC1=C(C(=CC=C1C)[N+](=O)[O-])N=C1NC2(CS1)CCCC2 (2-(2,3-dimethyl-6-nitrophenylimino)-3-thia-1-azaspiro[4.4]nonane). Reaction SMILES: [CH3:1][C:2]1[C:8]([CH3:9])=[CH:7][CH:6]=[CH:5][C:3]=1[NH2:4].CC1C=CC=C(NC(C)=[O:19])C=1C.C(N)(=O)C.CC1C(C)=CC=C([N+:35]([O-:37])=[O:36])C=1N.NC1C=CC=CC=1.OCCN.Cl.ClCC1(N)CCCC1.C[C:59]1[C:64](C)=[CH:63][CH:62]=[C:61]([N+]([O-])=O)[C:60]=1[N:69]=[C:70]=[S:71]>>[OH:19][CH2:5][C:3]1([NH2:4])[CH2:2][CH2:8][CH2:7][CH2:6]1.[CH3:1][C:2]1[C:8]([CH3:9])=[CH:7][CH:6]=[C:5]([N+:35]([O-:37])=[O:36])[C:3]=1[N:4]=[C:70]1[S:71][CH2:61][C:60]2([CH2:59][CH2:64][CH2:63][CH2:62]2)[NH:69]1 |f:6.7|. Procedure details: 2,3-Dimethylaniline was protected as 2,3-dimethylacetanilide according to Method A2a, step 1. The acetamide was converted to 2,3-dimethyl-6-nitroaniline, then deprotected according to Method A2a, step 2. The aniline was converted to 2,-dimethyl-6-nitrophenyl isothiocyanate according to Method A2a, step 3. 1-Hydroxymethylcyclopentanamine was prepared according to Method B1c. The 2-hydroxyethylamine was converted to 1-chloromethylcyclopentanamine HCl salt according to Method B7e. 1-Chloromethylcyc... Starting materials: C(C1=CC=CC=C1)OC=1C=C2C(=CNC2=CC1)CCN1C(C2=CC=CC=C2C1=O)=O (2-[2-(5-benzyloxy-1H-indol-3-yl)ethyl]isoindole-1,3-dione), O1CCCC1 (tetrahydrofuran), Br.[NH+]1=CC=CC=C1 (pyridinium hydrobromide). Run in C(Cl)(Cl)Cl (chloroform). Conditions: temperature 0 celsius. The product is C(C1=CC=CC=C1)OC=1C=C2C(=C(NC2=CC1)Br)CCN1C(C2=CC=CC=C2C1=O)=O (2-[2-(5-benzyloxy-2-bromo-1H-indol-3-yl)ethyl]isoindole-1,3-dione). Reaction SMILES: [CH2:1]([O:8][C:9]1[CH:10]=[C:11]2[C:15](=[CH:16][CH:17]=1)[NH:14][CH:13]=[C:12]2[CH2:18][CH2:19][N:20]1[C:28](=[O:29])[C:27]2[C:22](=[CH:23][CH:24]=[CH:25][CH:26]=2)[C:21]1=[O:30])[C:2]1[CH:7]=[CH:6][CH:5]=[CH:4][CH:3]=1.O1CCCC1.[BrH:36].[NH+]1C=CC=CC=1>C(Cl)(Cl)Cl>[CH2:1]([O:8][C:9]1[CH:10]=[C:11]2[C:15](=[CH:16][CH:17]=1)[NH:14][C:13]([Br:36])=[C:12]2[CH2:18][CH2:19][N:20]1[C:21](=[O:30])[C:22]2[C:27](=[CH:26][CH:25]=[CH:24][CH:23]=2)[C:28]1=[O:29])[C:2]1[CH:3]=[CH:4][CH:5]=[CH:6][CH:7]=1 |f:2.3|. Reported procedure: To a solution of 2-[2-(5-benzyloxy-1H-indol-3-yl)ethyl]isoindole-1,3-dione (800 mg in a mixture of dry 25 mL tetrahydrofuran and 25 mL dry chloroform) at 0° C. was added pyridinium hydrobromide perbromide (666 mg) and the mixture stirred at 0° C. After 23 minutes the reaction was quenched by the addition of saturated sodium bicarbonate and extracted with ethyl acetate. The organic portion was washed with saturated sodium bicarbonate (3×) and 0.3M sodium bisulfate (3×) then dried over magnesium s... The reactants are CO, O=[PH](O)CCCc1ccccc1. Yields the product CO[PH](=O)CCCc1ccccc1. As a reaction SMILES: [CH3:13][OH:14].[c:1]1([CH2:7][CH2:8][CH2:9][PH:10]([OH:11])=[O:12])[cH:2][cH:3][cH:4][cH:5][cH:6]1>>[c:1]1([CH2:7][CH2:8][CH2:9][PH:10](=[O:11])[O:12][CH3:13])[cH:2][cH:3][cH:4][cH:5][cH:6]1. The reactants are Cl (HCl), C(C)(C)(C)OC(CC(C(C(C(C(C(COCC1=CC=CC=C1)C)OC(=O)OCC(Cl)(Cl)Cl)C)=O)(C)C)=O)=O (9-Benzyloxy-4,4,6,8-tetramethyl-3,5-dioxo-7-(2,2,2-trichloroethoxycarbonyloxy)-nonanoic Acid tert-butyl Ester). Reagents/catalysts: catalyst. Solvent: CO (MeOH). Run at time 17 hour. The product is C(C)(C)(C)OC(CC(C(C(C(C(C(COCC1=CC=CC=C1)C)OC(=O)OCC(Cl)(Cl)Cl)C)=O)(C)C)O)=O (9-Benzyloxy-3-hydroxy-4,4,6,8-tetramethyl-5-oxo-7-(2,2,2-trichloroethoxycarbonyloxy)-nonanoic Acid tert-butyl Ester). Isolated yield 79.6%. As a reaction SMILES: Cl.[C:2]([O:6][C:7](=[O:39])[CH2:8][C:9](=[O:38])[C:10]([CH3:37])([CH3:36])[C:11](=[O:35])[CH:12]([CH3:34])[CH:13]([O:25][C:26]([O:28][CH2:29][C:30]([Cl:33])([Cl:32])[Cl:31])=[O:27])[CH:14]([CH3:24])[CH2:15][O:16][CH2:17][C:18]1[CH:23]=[CH:22][CH:21]=[CH:20][CH:19]=1)([CH3:5])([CH3:4])[CH3:3]>CO>[C:2]([O:6][C:7](=[O:39])[CH2:8][CH:9]([OH:38])[C:10]([CH3:37])([CH3:36])[C:11](=[O:35])[CH:12]([CH3:34])[CH:13]([O:25][C:26]([O:28][CH2:29][C:30]([Cl:32])([Cl:31])[Cl:33])=[O:27])[CH:14]([CH3:24])[CH2:15][O:16][CH2:17][C:18]1[CH:19]=[CH:20][CH:21]=[CH:22][CH:23]=1)([CH3:3])([CH3:5])[CH3:4]. Reported procedure: A bomb liner was charged with (R)-RuBINAP catalyst (16.8 mg, 10.0 μmol). HCl (555 μL, 0.2N in MeOH) was added and the mixture was then sonicated for 15 sec. Then a solution of 69 (59.4 mg, 0.1 mmol) in MeOH (555 μL) was added and the mixture transferred to a Parr apparatus. The vessel was purged with H2 for 5 min and then pressurized to 1200 psi. After 17 h, the reaction was returned to atmospheric pressure and poured into a sat NaHCO3 aq solution. The aqueous layer was extracted three times wit... Starting materials: C(C)(C)(C)OC(=O)N1CCN(CC1)S(=O)(=O)C1=CC=C(C=C1)NC(C#CC)=O (4-[4-(1-oxo-but-2-ynylamino)-benzenesulfonyl]-piperazine-1-carboxylic acid tert-butyl ester). The reagents and catalysts are [Pd].CC(=O)[O-].CC(=O)[O-].[Pb+2] (Lindlar's catalyst). Run in CO (methanol). Reaction conditions: time 2 hour. Yields the product C(C)(C)(C)OC(=O)N1CCN(CC1)S(=O)(=O)C1=CC=C(C=C1)NC(\C=C/C)=O (4-(4-(Z)-But-2-enoylamino-benzenesulfonyl)-piperazine-1-carboxylic acid tert-butyl ester). The yield is 44.4%. RXN SMILES: [C:1]([O:5][C:6]([N:8]1[CH2:13][CH2:12][N:11]([S:14]([C:17]2[CH:22]=[CH:21][C:20]([NH:23][C:24](=[O:28])[C:25]#[C:26][CH3:27])=[CH:19][CH:18]=2)(=[O:16])=[O:15])[CH2:10][CH2:9]1)=[O:7])([CH3:4])([CH3:3])[CH3:2]>[Pd].CC([O-])=O.CC([O-])=O.[Pb+2].CO>[C:1]([O:5][C:6]([N:8]1[CH2:9][CH2:10][N:11]([S:14]([C:17]2[CH:18]=[CH:19][C:20]([NH:23][C:24](=[O:28])/[CH:25]=[CH:26]\[CH3:27])=[CH:21][CH:22]=2)(=[O:15])=[O:16])[CH2:12][CH2:13]1)=[O:7])([CH3:4])([CH3:3])[CH3:2] |f:1.2.3.4|. Procedure: Lindlar's catalyst (0.005 g, 0.001 mmol) was added in one portion to a stirred solution of 4-[4-(1-oxo-but-2-ynylamino)-benzenesulfonyl]-piperazine-1-carboxylic acid tert-butyl ester (0.05 g, 0.11 mmol) in methanol (5 ml) at room temperature, the resulting mixture was then stirred at room temperature under a hydrogen atmosphere for 2 hours. After this time, the reaction mixture was filtered through celite and concentrated under vacuum to give the title compound (0.02 g, 40% yield) as a white sol... Starting materials: BrC1=CC(=C(C(=O)O)C=C1)Cl (4-bromo-2-chlorobenzoic acid), solution, C(O)([O-])=O.[Na+] (sodium hydrogencarbonate), O (water). Run in O1CCCC1 (tetrahydrofuran), O1CCCC1 (tetrahydrofuran). The product is BrC1=CC(=C(C=C1)CO)Cl ((4-Bromo-2-chlorophenyl)methanol). Isolated yield 97.0%. Reaction SMILES: [Br:1][C:2]1[CH:10]=[CH:9][C:5]([C:6](O)=[O:7])=[C:4]([Cl:11])[CH:3]=1.O.C(=O)([O-])O.[Na+]>O1CCCC1>[Br:1][C:2]1[CH:10]=[CH:9][C:5]([CH2:6][OH:7])=[C:4]([Cl:11])[CH:3]=1 |f:2.3|. Procedure: To a solution of 4-bromo-2-chlorobenzoic acid (3.1 g, 13.2 mmol) in tetrahydrofuran (30 ml) was added a 1.0 M solution of borane-tetrahydrofuran complex in tetrahydrofuran (13.8 ml, 13.8 mmol) at 0° C. with stirring, and the resulting mixture was stirred at the same temperature for 20 minutes, and after raising the reaction temperature to room temperature, the reaction mixture was furthermore stirred for 4 hours. After stirring, water (10 ml) was added to the reaction mixture to quench the react...